Dataset: the Open Reaction Database (ORD), a public repository of structured organic reaction records. Task: describe an organic reaction: reactants, conditions, products, and yield Reactants: CON=C(C(=O)O)c1csc(NC(c2ccccc2)(c2ccccc2)c2ccccc2)n1, CC(=O)O, CN(C)C=O, NC1C(=O)N2C(C(=O)OC(c3ccccc3)c3ccccc3)=C(c3cnc(Cc4cccnc4)s3)CSC12, On1nnc2ccccc21. Product: CON=C(C(=O)NC1C(=O)N2C(C(=O)OC(c3ccccc3)c3ccccc3)=C(c3cnc(Cc4cccnc4)s3)CSC12)c1csc(NC(c2ccccc2)(c2ccccc2)c2ccccc2)n1. As a reaction SMILES: [CH3:1][O:2][N:3]=[C:4]([C:5](=[O:6])[OH:7])[c:8]1[n:9][c:10]([NH:13][C:14]([c:15]2[cH:16][cH:17][cH:18][cH:19][cH:20]2)([c:21]2[cH:22][cH:23][cH:24][cH:25][cH:26]2)[c:27]2[cH:28][cH:29][cH:30][cH:31][cH:32]2)[s:11][cH:12]1.[CH3:81][C:82](=[O:83])[OH:84].[CH3:85][N:86]([CH3:87])[CH:88]=[O:89].[NH2:43][CH:44]1[CH:45]2[S:46][CH2:47][C:48]([c:69]3[cH:70][n:71][c:72]([CH2:74][c:75]4[cH:76][n:77][cH:78][cH:79][cH:80]4)[s:73]3)=[C:49]([C:53](=[O:54])[O:55][CH:56]([c:57]3[cH:58][cH:59][cH:60][cH:61][cH:62]3)[c:63]3[cH:64][cH:65][cH:66][cH:67][cH:68]3)[N:50]2[C:51]1=[O:52].[OH:33][n:34]1[c:35]2[cH:36][cH:37][cH:38][cH:39][c:40]2[n:41][n:42]1>>[CH3:1][O:2][N:3]=[C:4]([C:5](=[O:6])[NH:43][CH:44]1[CH:45]2[S:46][CH2:47][C:48]([c:69]3[cH:70][n:71][c:72]([CH2:74][c:75]4[cH:76][n:77][cH:78][cH:79][cH:80]4)[s:73]3)=[C:49]([C:53](=[O:54])[O:55][CH:56]([c:57]3[cH:58][cH:59][cH:60][cH:61][cH:62]3)[c:63]3[cH:64][cH:65][cH:66][cH:67][cH:68]3)[N:50]2[C:51]1=[O:52])[c:8]1[n:9][c:10]([NH:13][C:14]([c:15]2[cH:16][cH:17][cH:18][cH:19][cH:20]2)([c:21]2[cH:22][cH:23][cH:24][cH:25][cH:26]2)[c:27]2[cH:28][cH:29][cH:30][cH:31][cH:32]2)[s:11][cH:12]1. The reactants are FC1(CCC2(C(NC(N2)=O)=O)CC1)F (8,8-Difluoro-1,3-diazaspiro[4.5]decane-2,4-dione), [OH-].[K+] (potassium hydroxide). The product is NC1(CCC(CC1)(F)F)C(=O)O (1-Amino-4,4-difluorocyclohexanecarboxylic acid). As a reaction SMILES: [F:1][C:2]1([F:14])[CH2:13][CH2:12][C:5]2([NH:9]C(=O)N[C:6]2=[O:11])[CH2:4][CH2:3]1.[OH-:15].[K+]>>[NH2:9][C:5]1([C:6]([OH:15])=[O:11])[CH2:12][CH2:13][C:2]([F:14])([F:1])[CH2:3][CH2:4]1 |f:1.2|. Procedure details: Under nitrogen gas, 4.10 g of the compound of Example 2A were suspended in 100 ml of 30% strength aqueous potassium hydroxide solution, and the mixture was stirred at reflux overnight. The mixture was concentrated to about 25% of the volume and, at 0-10° C., adjusted to pH 5.5 using concentrated aqueous hydrogen chloride solution. The solution was concentrated and dried. The residue (4.30 g) was used directly for the esterification. Reactants: C(C)OC(=O)N1C(CC(C2=CC(=NC(=C12)C)C)=NO)CC (2-ethyl-4-hydroxyimino-6,8-dimethyl-3,4-dihydro-2H-[1,7]naphthyridine-1-carboxylic acid ethyl ester). Reagents/catalysts: [Zn] (Zn). Solvent: C(C)(=O)O (acetic acid). Product: C(C)OC(=O)N1C(CC(C2=CC(=NC(=C12)C)C)N)CC (4-Amino-2-ethyl-6,8-dimethyl-3,4-dihydro-2H-[1,7]naphthyridine-1-carboxylic acid ethyl ester). As a reaction SMILES: [CH2:1]([O:3][C:4]([N:6]1[C:15]2[C:10](=[CH:11][C:12]([CH3:17])=[N:13][C:14]=2[CH3:16])[C:9](=[N:18]O)[CH2:8][CH:7]1[CH2:20][CH3:21])=[O:5])[CH3:2]>C(O)(=O)C.[Zn]>[CH2:1]([O:3][C:4]([N:6]1[C:15]2[C:10](=[CH:11][C:12]([CH3:17])=[N:13][C:14]=2[CH3:16])[CH:9]([NH2:18])[CH2:8][CH:7]1[CH2:20][CH3:21])=[O:5])[CH3:2]. Procedure details: This compound can be prepared by reacting a solution of 2-ethyl-4-hydroxyimino-6,8-dimethyl-3,4-dihydro-2H-[1,7]naphthyridine-1-carboxylic acid ethyl ester in acetic acid with Zn (5 to 10 eqv), typically at reflux temperature, for about 1 h to about 5 h, followed by a typical workup procedure. The reactants are C(C)(C)(C)N (t-butylamine), C1C(C)O1 (propylene oxide), C(CCC)P(CCCC)CCCC (tributylphosphine), O1CCOCC1 (1,4-dioxane). Reagents/catalysts: O.[Ru](Cl)(Cl)Cl (ruthenium(III) trichloride hydrate). Reaction conditions: temperature 180 celsius, time 5 hour. Product: C(C)(C)(C)N1CC(OC(C1)C)(O)C (4-tert-butyl-2,6-dimethyl-2-hydroxymorpholine). Isolated yield 52.0%. RXN SMILES: [C:1]([NH2:5])([CH3:4])([CH3:3])[CH3:2].[CH2:6]1[O:9][CH:7]1[CH3:8].C(P(C[CH2:20][CH2:21][CH3:22])CCCC)CCC.[O:23]1CCOCC1>O.[Ru](Cl)(Cl)Cl>[C:1]([N:5]1[CH2:6][CH:7]([CH3:8])[O:9][C:21]([CH3:20])([OH:23])[CH2:22]1)([CH3:4])([CH3:3])[CH3:2] |f:4.5|. Procedure: A 300-ml stirred autoclave with pyrex liner was charged with a mixture of t-butylamine (14.6 g, 0.2 mol), propylene oxide (34.8 g, 0.6 mol), tributylphosphine (1.6 ml), ruthenium(III) trichloride hydrate (0.520 g) and 1,4-dioxane (20 ml). The reactor was sealed and purged of air. The reaction was heated to 180° C. and held for five hours. During the process, the pressure went up to 250 psi. The reaction was allowed to cool to room temperature. The solvent was removed at reduced pressure. The pro... Starting materials: OCCBr, O=S1(=O)Nc2ccccc2N1c1ccc(F)cc1Cl, c1ccc(P(c2ccccc2)c2ccccc2)cc1. Product: O=S1(=O)N(CCBr)c2ccccc2N1c1ccc(F)cc1Cl. RXN SMILES: [Br:39][CH2:40][CH2:41][OH:42].[Cl:1][c:2]1[c:3]([N:9]2[S:10](=[O:18])(=[O:19])[NH:11][c:12]3[c:13]2[cH:14][cH:15][cH:16][cH:17]3)[cH:4][cH:5][c:6]([F:8])[cH:7]1.[c:20]1([P:21]([c:22]2[cH:23][cH:24][cH:25][cH:26][cH:27]2)[c:28]2[cH:29][cH:30][cH:31][cH:32][cH:33]2)[cH:34][cH:35][cH:36][cH:37][cH:38]1>>[Cl:1][c:2]1[c:3]([N:9]2[S:10](=[O:18])(=[O:19])[N:11]([CH2:41][CH2:40][Br:39])[c:12]3[c:13]2[cH:14][cH:15][cH:16][cH:17]3)[cH:4][cH:5][c:6]([F:8])[cH:7]1. Reactants: [H-].[Na+] (Sodium hydride), C(C1=CC=CC=C1)OC(=O)NC1N=C(C2=C(NC1=O)C=CC=C2)C2=CC=CC=C2 (3-[(benzyloxycarbonyl)amino]-5-phenyl-1,3-dihydro-benzo[e][1,4]diazepin-2-one), Intermediate 6, BrCC(=O)N(C1=CC=CC=C1)C(C)C (2-Bromo-N-isopropyl-N-phenyl-acetamide), C1(=CC=CC=C1)[C@@H](C)OC(=O)N[C@@H]1N=C(C2=C(NC1=O)C=CC=C2)C2=CC=CC=C2 (3(R)-{[(R)-1-phenyl-ethoxycarbonyl]amino}-5-phenyl-1,3-dihydro-benzo[e][1,4]diazepin-2-one). Run in O (water), O (water), CN(C)C=O (DMF), CN(C)C=O (DMF). Conditions: time 1 hour. The product is C(C)(C)N(C(CN1C(C(N=C(C2=C1C=CC=C2)C2=CC=CC=C2)NC(=O)OCC2=CC=CC=C2)=O)=O)C2=CC=CC=C2 (N-Isopropyl-2-{2-oxo-5-phenyl-3-[(benzyloxycarbonyl)amino]-2,3-dihydro-benzo[e][1,4]diazepin-1-yl}-N-phenyl acetamide). The yield is 101.0%. RXN SMILES: [H-].[Na+].[CH2:3]([O:10][C:11]([NH:13][CH:14]1[C:20](=[O:21])[NH:19][C:18]2[CH:22]=[CH:23][CH:24]=[CH:25][C:17]=2[C:16]([C:26]2[CH:31]=[CH:30][CH:29]=[CH:28][CH:27]=2)=[N:15]1)=[O:12])[C:4]1[CH:9]=[CH:8][CH:7]=[CH:6][CH:5]=1.Br[CH2:33][C:34]([N:36]([CH:43]([CH3:45])[CH3:44])[C:37]1[CH:42]=[CH:41][CH:40]=[CH:39][CH:38]=1)=[O:35].C1([C@H](OC(N[C@H]2C(=O)NC3C=CC=CC=3C(C3C=CC=CC=3)=N2)=O)C)C=CC=CC=1>CN(C=O)C.O>[CH:43]([N:36]([C:37]1[CH:42]=[CH:41][CH:40]=[CH:39][CH:38]=1)[C:34](=[O:35])[CH2:33][N:19]1[C:18]2[CH:22]=[CH:23][CH:24]=[CH:25][C:17]=2[C:16]([C:26]2[CH:31]=[CH:30][CH:29]=[CH:28][CH:27]=2)=[N:15][CH:14]([NH:13][C:11]([O:10][CH2:3][C:4]2[CH:5]=[CH:6][CH:7]=[CH:8][CH:9]=2)=[O:12])[C:20]1=[O:21])([CH3:45])[CH3:44] |f:0.1|. Procedure: Sodium hydride (60% dispersion in mineral oil, 428 mg, 10.7 mmol) is added to a suspension of 3-[(benzyloxycarbonyl)amino]-5-phenyl-1,3-dihydro-benzo[e][1,4]diazepin-2-one (3.924 g, 10.19 mmol), prepared as in Intermediate 6, in anhydrous DMF under nitrogen at 0°-5° C. After stirring for 1 hr., 2-Bromo-N-isopropyl-N-phenyl-acetamide (2.739 g, 10.70 mmol), prepared as in Intermediate 3, in anhydrous DMF (5 mL) is added and the mixture is allowed to stir at ambient temperature overnight. The react... The reactants are ClC=1C=C2SC=3C=C(C=CC3N3C2=C(C1)C(C(=C3)CC=3C=NC=CC3)=O)Cl (5,9-dichloro-2-(3-pyridylmethyl)-3H-pyrido[3,2,1-kl]phenothiazin-3-one), C(C1=CC=CC=C1)=O (benzaldehyde). Product: C(C1=CC=CC=C1)C=1C(C=2C=C(C=C3SC=4C=C(C=CC4N(C23)C1)Cl)Cl)=O (2-benzyl-5,9-dichloro-3H-pyrido[3,2,1-kl]phenothiazin-3-one). The yield is 60.0%. Reaction SMILES: [Cl:1][C:2]1[CH:3]=[C:4]2[C:13]3=[C:14]([C:16](=[O:26])[C:17]([CH2:19][C:20]4[CH:21]=N[CH:23]=[CH:24][CH:25]=4)=[CH:18][N:12]3[C:11]3[CH:10]=[CH:9][C:8]([Cl:27])=[CH:7][C:6]=3[S:5]2)[CH:15]=1.[CH:28](=O)C1C=CC=CC=1>>[CH2:19]([C:17]1[C:16](=[O:26])[C:14]2[CH:15]=[C:2]([Cl:1])[CH:3]=[C:4]3[C:13]=2[N:12]([CH:18]=1)[C:11]1[CH:10]=[CH:9][C:8]([Cl:27])=[CH:7][C:6]=1[S:5]3)[C:20]1[CH:21]=[CH:28][CH:23]=[CH:24][CH:25]=1. Reported procedure: According to Example 1<step 4>, the compound (30 mg) produced in Example 5<step 3 >was reacted with benzaldehyde (15 μl) to obtain the title compound (23 mg; 60%). Starting materials: C1(=CC=C(C=C1)S(=O)(=O)O)C.N[C@H]1[C@@H]2N(C(=C(CS2)COC)C(=O)OC(C)OC(=O)OC(C)C)C1=O (1-(Isopropoxycarbonyloxy)ethyl (6R, 7R)-7-amino-3-methoxymethyl-3-cephem-4-carboxylate p-toluenesulfonate), C(=O)(O)[O-].[Na+] (NaHCO3). Run in C(C)(=O)OCC (ethyl acetate). Run at time 5 minute. The product is N[C@H]1[C@@H]2N(C(=C(C(S2)C)OC)C(=O)OC(C)OC(=O)OC(C)C)C1=O (1-(Isopropoxycarbonyloxy)ethyl (6R,7R)-7-amino-3-methoxy-methyl-3-cephem-4-carboxylate). As a reaction SMILES: [C:1]1(C)C=CC(S(O)(=O)=O)=CC=1.[NH2:12][C@@H:13]1[C:35](=[O:36])[N:15]2[C:16]([C:23]([O:25][CH:26]([O:28][C:29]([O:31][CH:32]([CH3:34])[CH3:33])=[O:30])[CH3:27])=[O:24])=[C:17](COC)[CH2:18][S:19][C@H:14]12.[C:37]([O-:40])(O)=O.[Na+]>C(OCC)(=O)C>[NH2:12][C@@H:13]1[C:35](=[O:36])[N:15]2[C:16]([C:23]([O:25][CH:26]([O:28][C:29]([O:31][CH:32]([CH3:33])[CH3:34])=[O:30])[CH3:27])=[O:24])=[C:17]([O:40][CH3:37])[CH:18]([CH3:1])[S:19][C@H:14]12 |f:0.1,2.3|. Reported procedure: 2.53 g (4.6 mmol) of diastereomer mixture from Example 1 were taken up in a mixture of ethyl acetate and 5% strength aq. NaHCO3 solution and stirred for 5 min. The phases were separated, and the organic phase was washed with satd. aq. NaCl solution, dried with MgSO4 and concentrated in vacuo. Reactants: BrC(=C(F)F)F (bromotrifluoroethene), 45.6, OC=1C=C(C(=O)OC)C=CC1 (methyl 3-hydroxybenzoate), [OH-].[K+] (potassium hydroxide). Run in CC(=O)C (acetone). Yields the product BrC(C(OC=1C=C(C(=O)OC)C=CC1)(F)F)F (Methyl 3-(2'-bromo-1',1',2'-trifluoroethoxy)-benzoate). Isolated yield 68.0%. As a reaction SMILES: [Br:1][C:2]([F:6])=[C:3]([F:5])[F:4].[OH:7][C:8]1[CH:9]=[C:10]([CH:15]=[CH:16][CH:17]=1)[C:11]([O:13][CH3:14])=[O:12].[OH-].[K+]>CC(C)=O>[Br:1][CH:2]([F:6])[C:3]([F:5])([F:4])[O:7][C:8]1[CH:9]=[C:10]([CH:15]=[CH:16][CH:17]=1)[C:11]([O:13][CH3:14])=[O:12] |f:2.3|. Reported procedure: 72.3 parts by weight of bromotrifluoroethene are passed, over 10 hours, into a mixture of 45.6 parts by weight of methyl 3-hydroxybenzoate and 9.5 parts by weight of potassium hydroxide powder in 50 parts by weight of acetone under reflux at 45°-52° C. After having been concentrated on a rotary evaporator under reduced pressure, the reaction mixture is taken up in methylene chloride and this solution is extracted with sodium bicarbonate solution, dried and concentrated. Methyl 3-(2'-bromo-1',1',...